From a dataset of the Open Reaction Database (ORD), a public repository of structured organic reaction records. describe an organic reaction: reactants, conditions, products, and yield Product: C(C)OC(=O)C(C1=CC=NC2=CC=CC=C12)C(=O)OCC (4-(bis-ethoxycarbonyl methyl)-quinoline). Procedure details: 4-Methylquinoline (4.62 mL, 35.0 mmol) was mixed with freshly distilled THF (17 mL) in an argon-purged, round-bottom flask and was chilled to 0° C. Lithium diisopropyl amide (19.25 mL of 2.0M solution in diethyl ether, 38.5 mmol) was added via syringe. The reaction was stirred for ten minutes at 0° C. and then was cooled to −78° C. The chilled anion solution was cannula transferred to a −78° C. solution of ethyl chloroformate (10.0 mL, 105 mmol) in freshly distilled THF (17 mL) in an argon-purge... Starting materials: ClC(=O)OCC (ethyl chloroformate), CC1=CC=NC2=CC=CC=C12 (4-Methylquinoline), C1CCOC1 (THF), C1CCOC1 (THF), C(C)(C)[N-]C(C)C.[Li+] (Lithium diisopropyl amide), O (H2O). Isolated yield 60.0%. Conditions: temperature 0 celsius. As a reaction SMILES: [CH3:1][C:2]1[C:11]2[C:6](=[CH:7][CH:8]=[CH:9][CH:10]=2)[N:5]=[CH:4][CH:3]=1.[CH2:12]1[CH2:16][O:15][CH2:14]C1.C([N-]C(C)C)(C)C.[Li+].Cl[C:26]([O:28][CH2:29][CH3:30])=[O:27].[OH2:31]>>[CH2:29]([O:28][C:26]([CH:1]([C:14]([O:15][CH2:16][CH3:12])=[O:31])[C:2]1[C:11]2[C:6](=[CH:7][CH:8]=[CH:9][CH:10]=2)[N:5]=[CH:4][CH:3]=1)=[O:27])[CH3:30] |f:2.3|. Reactants: CO (MeOH), O (H2O), NH4OAc, nitro, CNC=1SC2=C(N1)C=C(C=C2)[N+](=O)[O-] (Methyl-(5-nitrobenzothiazol-2-yl)-amine), Cl[Sn]Cl (SnCl2). Run in C(C)(=O)OCC (ethyl acetate), C1CCOC1 (THF). The product is CNC=1SC2=C(N1)C=C(C=C2)N (N-Methyl-benzothiazole-2,5-diamine). As a reaction SMILES: [CH3:1][NH:2][C:3]1[S:4][C:5]2[CH:11]=[CH:10][C:9]([N+:12]([O-])=O)=[CH:8][C:6]=2[N:7]=1.Cl[Sn]Cl.CO.O>C1COCC1.C(OCC)(=O)C>[CH3:1][NH:2][C:3]1[S:4][C:5]2[CH:11]=[CH:10][C:9]([NH2:12])=[CH:8][C:6]=2[N:7]=1. Procedure: A mixture of nitro compound 456a (593 mg; 2.83 mmol); SnCl2 (4.02 g; 20.8 mmol; 7.35 eq) and NH4OAc (4.5 g) was suspended in THF:MeOH:H2O=1:1:1 (60 mL) and stirred at 70° C. for 2 h, cooled down, diluted with ethyl acetate and successively washed with saturated NaHCO3 and brine; dried (MgSO4) filtered and concentrated. The residue (443 mg; 2.43 mmol; 87%) showed consistent spectrum and suitable purity degree for synthetic purposes, therefore was submitted to the next step without further purific... Reactants: OBO, Nc1ccc(CC2CCCC2)cc1Br, Clc1ccccc1. The product is Nc1ccc(CC2CCCC2)cc1-c1cccc(Cl)c1. RXN SMILES: [BH:15]([OH:16])[OH:17].[Br:1][c:2]1[c:3]([NH2:4])[cH:5][cH:6][c:7]([CH2:9][CH:10]2[CH2:11][CH2:12][CH2:13][CH2:14]2)[cH:8]1.[Cl:18][c:19]1[cH:20][cH:21][cH:22][cH:23][cH:24]1>>[c:2]1(-[c:23]2[cH:22][cH:21][cH:20][c:19]([Cl:18])[cH:24]2)[c:3]([NH2:4])[cH:5][cH:6][c:7]([CH2:9][CH:10]2[CH2:11][CH2:12][CH2:13][CH2:14]2)[cH:8]1. Reactants: ClC1=C(C=CC=C1)C(C)=O (1-(2-chlorophenyl)ethanone), BrC1=CC(=C(C=C1)Cl)OC (4-bromo-1-chloro-2-(methyloxy)benzene), CC(C)([O-])C.[Na+] (sodium tert-butoxide), C1(CCCCC1)P(C1=C(C=CC=C1)C1=C(C=CC=C1)C)C1CCCCC1 (2-(dicyclohexylphosphino)-2′-methylbiphenyl). The reagents and catalysts are C(C)(=O)[O-].[Pd+2].C(C)(=O)[O-] (palladium(II) acetate). Solvent: C1(=CC=CC=C1)C (toluene). Run at temperature 80 celsius, time 16 hour. Product: ClC1=C(C=C(C=C1)CC(=O)C1=C(C=CC=C1)Cl)OC (2-[4-Chloro-3-(methyloxy)phenyl]-1-(2-chlorophenyl)-ethanone). As a reaction SMILES: [Cl:1][C:2]1[CH:7]=[CH:6][CH:5]=[CH:4][C:3]=1[C:8](=[O:10])[CH3:9].Br[C:12]1[CH:17]=[CH:16][C:15]([Cl:18])=[C:14]([O:19][CH3:20])[CH:13]=1.CC(C)([O-])C.[Na+].C1(P(C2CCCCC2)C2C=CC=CC=2C2C=CC=CC=2C)CCCCC1>C1(C)C=CC=CC=1.C([O-])(=O)C.[Pd+2].C([O-])(=O)C>[Cl:18][C:15]1[CH:16]=[CH:17][C:12]([CH2:9][C:8]([C:3]2[CH:4]=[CH:5][CH:6]=[CH:7][C:2]=2[Cl:1])=[O:10])=[CH:13][C:14]=1[O:19][CH3:20] |f:2.3,6.7.8|. Reported procedure: A mixture of 1-(2-chlorophenyl)ethanone (1.4 mL, 10.8 mmol), 4-bromo-1-chloro-2-(methyloxy)benzene (2.0 g, 9.0 mmol), sodium tert-butoxide (2.2 g, 22.6 mmol), palladium(II) acetate (20.3 mg, 0.1 mmol), and 2-(dicyclohexylphosphino)-2′-methylbiphenyl (65.8 mg, 0.2 mmol) in 30 mL of toluene was degassed and stirred at 80° C. for 16 h. The reaction mixture was cooled and a mixture of Et2O (100 mL) and H2O (100 mL) was added. The aq layer was separated and extracted with Et2O (3×50 mL). Organic laye... Starting materials: CN(C)CCCN(C)c1ccc(Br)cc1[N+](=O)[O-], C#C[Si](C)(C)C, CO, [Cu]I, [K+], [K+], O=C([O-])[O-], C1COCCO1. Product: C#Cc1ccc(N(C)CCCN(C)C)c([N+](=O)[O-])c1. Reaction SMILES: [Br:1][c:2]1[cH:3][c:4]([N+:16](=[O:17])[O-:18])[c:5]([N:8]([CH2:9][CH2:10][CH2:11][N:12]([CH3:13])[CH3:14])[CH3:15])[cH:6][cH:7]1.[CH3:25][Si:26]([C:27]#[CH:28])([CH3:29])[CH3:30].[CH3:37][OH:38].[Cu:39][I:40].[K+:31].[K+:32].[O-:33][C:34]([O-:35])=[O:36].[O:19]1[CH2:20][CH2:21][O:24][CH2:23][CH2:22]1>>[c:2]1([C:20]#[CH:21])[cH:3][c:4]([N+:16](=[O:17])[O-:18])[c:5]([N:8]([CH2:9][CH2:10][CH2:11][N:12]([CH3:13])[CH3:14])[CH3:15])[cH:6][cH:7]1. Reactants: COc1cc(C(F)(F)F)cc(C(F)(F)F)c1C(=O)O, NC1CCCC1N1CCCC1. The product is COc1cc(C(F)(F)F)cc(C(F)(F)F)c1C(=O)NC1CCCC1N1CCCC1. As a reaction SMILES: [CH3:12][O:13][c:14]1[c:15]([C:16](=[O:17])[OH:18])[c:19]([C:27]([F:28])([F:29])[F:30])[cH:20][c:21]([C:23]([F:24])([F:25])[F:26])[cH:22]1.[N:1]1([CH:6]2[CH:7]([NH2:11])[CH2:8][CH2:9][CH2:10]2)[CH2:2][CH2:3][CH2:4][CH2:5]1>>[N:1]1([CH:6]2[CH:7]([NH:11][C:16]([c:15]3[c:14]([O:13][CH3:12])[cH:22][c:21]([C:23]([F:24])([F:25])[F:26])[cH:20][c:19]3[C:27]([F:28])([F:29])[F:30])=[O:17])[CH2:8][CH2:9][CH2:10]2)[CH2:2][CH2:3][CH2:4][CH2:5]1. The reactants are C1(=CC=C(C=C1)CC(=O)O)C1=CC=CC=C1 (4-biphenylacetic acid), COC([C@@H](N)CCCC)=O (norleucine methyl ester), CC1NC(CNC1)C (2,6-dimethylpiperazine). Product: CC1CN(CC(N1)C)C(=O)C(CCCC)NC(CC1=CC=C(C=C1)C1=CC=CC=C1)=O (N-[1-[(3,5-Dimethyl-1-piperazinyl)carbonyl]pentyl][1,1'-biphenyl]-4-acetamide). RXN SMILES: [C:1]1([C:11]2[CH:16]=[CH:15][CH:14]=[CH:13][CH:12]=2)[CH:6]=[CH:5][C:4]([CH2:7][C:8]([OH:10])=O)=[CH:3][CH:2]=1.CO[C:19](=[O:26])[C@H:20]([CH2:22][CH2:23][CH2:24][CH3:25])[NH2:21].[CH3:27][CH:28]1[CH2:33][NH:32][CH2:31][CH:30]([CH3:34])[NH:29]1>>[CH3:27][CH:28]1[NH:29][CH:30]([CH3:34])[CH2:31][N:32]([C:19]([CH:20]([NH:21][C:8](=[O:10])[CH2:7][C:4]2[CH:3]=[CH:2][C:1]([C:11]3[CH:16]=[CH:15][CH:14]=[CH:13][CH:12]=3)=[CH:6][CH:5]=2)[CH2:22][CH2:23][CH2:24][CH3:25])=[O:26])[CH2:33]1. Procedure: Following the procedure of Example 3, and using 4-biphenylacetic acid, norleucine methyl ester and 2,6-dimethylpiperazine, there is obtained the title compound in 375 mg yield.